Dataset: the Open Reaction Database (ORD), a public repository of structured organic reaction records. Task: describe an organic reaction: reactants, conditions, products, and yield Reactants: S(O)(O)(=O)=O (sulfuric acid), [OH-].[K+] (potassium hydroxide), O (water), ClC(CC1=CC(=CC=C1)C(F)(F)F)(Cl)Cl (1,1,1-trichloro-2-(3-trifluoromethylphenyl)ethane). The solvent is C(CCC)O (butanol). Yields the product FC(C=1C=C(C=CC1)CC(=O)OCCCC)(F)F (Butyl (3-trifluoromethylphenyl)acetate). As a reaction SMILES: [OH-:1].[K+].[OH2:3].Cl[C:5](Cl)(Cl)[CH2:6][C:7]1[CH:12]=[CH:11][CH:10]=[C:9]([C:13]([F:16])([F:15])[F:14])[CH:8]=1.S(=O)(=O)(O)O>C(O)CCC>[F:14][C:13]([F:16])([F:15])[C:9]1[CH:8]=[C:7]([CH2:6][C:5]([O:3][CH2:5][CH2:6][CH2:7][CH3:8])=[O:1])[CH:12]=[CH:11][CH:10]=1 |f:0.1|. Procedure details: To a suspension of 5.6 g. of potassium hydroxide, containing 14% of water, in 35 ml. of dried butanol was added 4.0 g. of 1,1,1-trichloro-2-(3-trifluoromethylphenyl)ethane over about 2 minutes. The mixture was stirred under reflux for 5 hours, was cooled, and was made acid with 6 ml. of concentrated sulfuric acid. The mixture was heated to reflux with a distillation head on the flask, and about 11 ml. of butanol-water azeotrope was removed. Ten ml. of butanol was added back to the flask, and the...